Dataset: the Open Reaction Database (ORD), a public repository of structured organic reaction records. Task: describe an organic reaction: reactants, conditions, products, and yield Starting materials: [Al+3], CCOC(=O)CC(c1ccc(Cl)cc1)c1c[nH]c2c(CSC)cc(F)cc12, Cl, [H-], [H-], [H-], [H-], [Li+], C1CCOC1. Product: CSCc1cc(F)cc2c(C(CCO)c3ccc(Cl)cc3)c[nH]c12. As a reaction SMILES: [Al+3:29].[Cl:1][c:2]1[cH:3][cH:4][c:5]([CH:8]([CH2:9][C:10](=[O:11])[O:12][CH2:13][CH3:14])[c:15]2[cH:16][nH:17][c:18]3[c:19]([CH2:25][S:26][CH3:27])[cH:20][c:21]([F:24])[cH:22][c:23]23)[cH:6][cH:7]1.[ClH:34].[H-:28].[H-:31].[H-:32].[H-:33].[Li+:30].[O:35]1[CH2:36][CH2:37][CH2:38][CH2:39]1>>[Cl:1][c:2]1[cH:3][cH:4][c:5]([CH:8]([CH2:9][CH2:10][OH:11])[c:15]2[cH:16][nH:17][c:18]3[c:19]([CH2:25][S:26][CH3:27])[cH:20][c:21]([F:24])[cH:22][c:23]23)[cH:6][cH:7]1. Starting materials: C1(=CC=CC=C1)N=C=O (Phenylisocyanate), C(C)(C)(C)O (tert-butanol). Run in C1(=CC=CC=C1)C (toluene). Conditions: temperature 50 celsius. The product is C(=O)(OC(C)(C)C)NC1=CC=CC=C1 (N-Boc aniline). Reaction SMILES: [C:1]1([N:7]=[C:8]=[O:9])[CH:6]=[CH:5][CH:4]=[CH:3][CH:2]=1.[C:10]([OH:14])([CH3:13])([CH3:12])[CH3:11]>C1(C)C=CC=CC=1>[C:8]([NH:7][C:1]1[CH:6]=[CH:5][CH:4]=[CH:3][CH:2]=1)([O:14][C:10]([CH3:13])([CH3:12])[CH3:11])=[O:9]. Reported procedure: Phenylisocyanate (500 g) and tert-butanol (500 mL) are mixed in toluene (500 mL) in a 2 L round bottom flask. The solution is stirred over night in a 50° C. water bath. The N-Boc aniline is collected by filtration to give the white solid (702 g).